From a dataset of the Open Reaction Database (ORD), a public repository of structured organic reaction records. describe an organic reaction: reactants, conditions, products, and yield The solvent is C(C)O (ethanol). Starting materials: C1(CC1)C(CC(=O)OCC)C1=CC(=CC=C1)COC1=C(C=C(C=C1)C1=C(C=CC(=C1)OC)F)CCC(C)(C)C (ethyl 3-cyclopropyl-3-(3-(((3-(3,3-dimethylbutyl)-2′-fluoro-5′-methoxy-[1,1′-biphenyl]-4-yl)oxy)methyl)phenyl)propanoate), [OH-].[Na+] (sodium hydroxide), Cl (hydrochloric acid). Reaction SMILES: [CH:1]1([CH:4]([C:11]2[CH:16]=[CH:15][CH:14]=[C:13]([CH2:17][O:18][C:19]3[CH:24]=[CH:23][C:22]([C:25]4[CH:30]=[C:29]([O:31][CH3:32])[CH:28]=[CH:27][C:26]=4[F:33])=[CH:21][C:20]=3[CH2:34][CH2:35][C:36]([CH3:39])([CH3:38])[CH3:37])[CH:12]=2)[CH2:5][C:6]([O:8]CC)=[O:7])[CH2:3][CH2:2]1.[OH-].[Na+].Cl>C(O)C>[CH:1]1([CH:4]([C:11]2[CH:16]=[CH:15][CH:14]=[C:13]([CH2:17][O:18][C:19]3[CH:24]=[CH:23][C:22]([C:25]4[CH:30]=[C:29]([O:31][CH3:32])[CH:28]=[CH:27][C:26]=4[F:33])=[CH:21][C:20]=3[CH2:34][CH2:35][C:36]([CH3:39])([CH3:38])[CH3:37])[CH:12]=2)[CH2:5][C:6]([OH:8])=[O:7])[CH2:2][CH2:3]1 |f:1.2|. Procedure: To a solution of ethyl 3-cyclopropyl-3-(3-(((3-(3,3-dimethylbutyl)-2′-fluoro-5′-methoxy-[1,1′-biphenyl]-4-yl)oxy)methyl)phenyl)propanoate in ethanol (3.0 mL) was added 1N aqueous sodium hydroxide solution (3.0 mL), and the mixture was stirred at 50° C. for 1 hr. To the reaction mixture was added 1N hydrochloric acid, and the mixture was extracted with ethyl acetate. The extract was washed with saturated brine and dried over anhydrous sodium sulfate. The solvent was evaporated under reduced press... Run at temperature 50 celsius, time 1 hour. The product is C1(CC1)C(CC(=O)O)C1=CC(=CC=C1)COC1=C(C=C(C=C1)C1=C(C=CC(=C1)OC)F)CCC(C)(C)C (3-cyclopropyl-3-(3-(((3-(3,3-dimethylbutyl)-2′-fluoro-5′-methoxybiphenyl-4-yl)oxy)methyl)phenyl)propanoic acid). Reactants: [C-]#N, CCOC(C)=O, O=[N+]([O-])c1ccc(F)cc1N1CCCCC1, [Na+]. The product is CN(C)c1ccc([N+](=O)[O-])c(N2CCCCC2)c1. Reaction SMILES: [C-:17]#[N:18].[CH3:20][CH2:21][O:22][C:23]([CH3:24])=[O:25].[F:1][c:2]1[cH:3][cH:4][c:5]([N+:14](=[O:15])[O-:16])[c:6]([N:8]2[CH2:9][CH2:10][CH2:11][CH2:12][CH2:13]2)[cH:7]1.[Na+:19]>>[c:2]1([N:18]([CH3:17])[CH3:20])[cH:3][cH:4][c:5]([N+:14](=[O:15])[O-:16])[c:6]([N:8]2[CH2:9][CH2:10][CH2:11][CH2:12][CH2:13]2)[cH:7]1. The reactants are C(C1CO1)OC1=CC=CC=C1 (Phenyl glycidyl ether), NCCNC=1N(C(N(C(C1C)=O)C)=O)C (4-(2-aminoethylamino)-1,3,5-trimethylpyrimidine-2,6(1H,3H)-dione). Run in CO (methanol). Product: O(C1=CC=CC=C1)CC(CNCCNC1=C(C(N(C(N1C)=O)C)=O)C)O (1-Phenoxy-3-[2-(1,3,5-trimethylpyrimidine-2,4-dion-6-ylamino)-ethylamino]-propan-2-ol). RXN SMILES: [CH2:1]([O:5][C:6]1[CH:11]=[CH:10][CH:9]=[CH:8][CH:7]=1)[CH:2]1[O:4][CH2:3]1.[NH2:12][CH2:13][CH2:14][NH:15][C:16]1[N:17]([CH3:26])[C:18](=[O:25])[N:19]([CH3:24])[C:20](=[O:23])[C:21]=1[CH3:22]>CO>[O:5]([CH2:1][CH:2]([OH:4])[CH2:3][NH:12][CH2:13][CH2:14][NH:15][C:16]1[N:17]([CH3:26])[C:18](=[O:25])[N:19]([CH3:24])[C:20](=[O:23])[C:21]=1[CH3:22])[C:6]1[CH:11]=[CH:10][CH:9]=[CH:8][CH:7]=1. Procedure details: 3.4 g. Phenyl glycidyl ether and 9.6 g. 4-(2-aminoethylamino)-1,3,5-trimethylpyrimidine-2,6(1H,3H)-dione are stirred for about 24 hours at 70° C. The reaction mixture is dissolved in methanol and then separated by column chromatography, using a weakly acidic cation exchanger ("Amberlite" CG 50 II pract. (Serva)). The column is pre-treated with about 1.5 liters 0.1M methanolic triethylammonium acetate solution. The elution agent used is 0.1M methanolic triethylammonium acetate solution. The fract... Product: OC(Cc1ccccc1)CC1CCN(CC2CN(Cc3ccc(Cl)cc3Cl)CC2c2ccsc2)CC1. The reactants are [Al+3], C1CCOC1, CC(C(=O)OC(Cc1ccccc1)CC1CCN(CC2CN(Cc3ccc(Cl)cc3Cl)CC2c2ccsc2)CC1)c1ccccc1, [H-], [H-], [H-], [H-], [Li+]. Reaction SMILES: [Al+3:48].[CH2:53]1[O:54][CH2:55][CH2:56][CH2:57]1.[Cl:1][c:2]1[c:3]([CH2:4][N:5]2[CH2:6][CH:7]([CH2:15][N:16]3[CH2:17][CH2:18][CH:19]([CH2:22][CH:23]([CH2:24][c:25]4[cH:26][cH:27][cH:28][cH:29][cH:30]4)[O:31][C:32](=[O:33])[CH:34]([c:35]4[cH:36][cH:37][cH:38][cH:39][cH:40]4)[CH3:41])[CH2:20][CH2:21]3)[CH:8]([c:10]3[cH:11][s:12][cH:13][cH:14]3)[CH2:9]2)[cH:42][cH:43][c:44]([Cl:46])[cH:45]1.[H-:47].[H-:50].[H-:51].[H-:52].[Li+:49]>>[Cl:1][c:2]1[c:3]([CH2:4][N:5]2[CH2:6][CH:7]([CH2:15][N:16]3[CH2:17][CH2:18][CH:19]([CH2:22][CH:23]([CH2:24][c:25]4[cH:26][cH:27][cH:28][cH:29][cH:30]4)[OH:31])[CH2:20][CH2:21]3)[CH:8]([c:10]3[cH:11][s:12][cH:13][cH:14]3)[CH2:9]2)[cH:42][cH:43][c:44]([Cl:46])[cH:45]1. The yield is 89.4%. As a reaction SMILES: [Cl:1][C:2]1[CH:7]=[CH:6][C:5]([C:8](=O)[CH2:9][NH:10][C:11]([CH:13]2[O:18][CH2:17][CH2:16][N:15]([CH2:19][C:20]3[CH:25]=[CH:24][CH:23]=[CH:22][CH:21]=3)[CH2:14]2)=O)=[CH:4][CH:3]=1.FC(F)(F)C([O-])=O.[NH4+:34].O>C(Cl)Cl>[Cl:1][C:2]1[CH:7]=[CH:6][C:5]([C:8]2[N:34]=[C:11]([CH:13]3[O:18][CH2:17][CH2:16][N:15]([CH2:19][C:20]4[CH:25]=[CH:24][CH:23]=[CH:22][CH:21]=4)[CH2:14]3)[NH:10][CH:9]=2)=[CH:4][CH:3]=1 |f:1.2|. The solvent is C(Cl)Cl (CH2Cl2). Reaction conditions: temperature 150 celsius. The product is ClC1=CC=C(C=C1)C=1N=C(NC1)C1CN(CCO1)CC1=CC=CC=C1 (2-[4-(4-Chlorophenyl)-1H-imidazol-2-yl]-4-(phenylmethyl)morpholine). Reactants: ClC1=CC=C(C=C1)C(CNC(=O)C1CN(CCO1)CC1=CC=CC=C1)=O (N-[2-(4-chlorophenyl)-2-oxoethyl]-4-(phenylmethyl)-2-morpholinecarboxamide), FC(C(=O)[O-])(F)F.[NH4+] (ammonium trifluoroacetate), O (water). Procedure details: A mixture of N-[2-(4-chlorophenyl)-2-oxoethyl]-4-(phenylmethyl)-2-morpholinecarboxamide (3.3 g, 8.85 mmol) and ammonium trifluoroacetate (5.27 g, 44.3 mmol) was heated at 150° C. for 20 minutes. After cooling, to the resulting mixture was added water (50 mL) and CH2Cl2 (50 mL). The organic layer was separated and washed with brine, dried (MgSO4), and concentrated to afford the crude title compound (2.8 g). LC-MS (ES) m/z=354 [M+H]+. Reactants: C(C)OP(O)(=O)C(P(O)(O)=O)N1CC(CCC1)(C)C (3,3-dimethylpiperidinomethylene bisphosphonic acid ethyl ester). The solvent is Cl (hydrochloric acid). Yields the product CC1(CN(CCC1)C(P(O)(O)=O)P(O)(O)=O)C (3,3-dimethylpiperidinomethylene bisphosphonic acid). As a reaction SMILES: C([O:3][P:4]([CH:7]([N:12]1[CH2:17][CH2:16][CH2:15][C:14]([CH3:19])([CH3:18])[CH2:13]1)[P:8](=[O:11])([OH:10])[OH:9])(=[O:6])[OH:5])C>Cl>[CH3:18][C:14]1([CH3:19])[CH2:15][CH2:16][CH2:17][N:12]([CH:7]([P:8](=[O:9])([OH:11])[OH:10])[P:4](=[O:3])([OH:5])[OH:6])[CH2:13]1. Procedure: A mixture comprising 8 g of 3,3-dimethylpiperidinomethylene bisphosphonic acid ethyl ester obtained in Example 57 and 80 ml of 12N hydrochloric acid, was treated in the same manner as in Example 2 to give 1.5 g of the above identified compound. The reactants are CC(=O)OC(C)=O, CC(C)(C)NCC(O)c1cc(Cl)c(N)c(Cl)c1, c1ccncc1. Product: CC(=O)O, CC(=O)N(CC(O)c1cc(Cl)c(N)c(Cl)c1)C(C)(C)C. RXN SMILES: [CH3:18][C:19](=[O:20])[O:21][C:22]([CH3:23])=[O:24].[NH2:1][c:2]1[c:3]([Cl:17])[cH:4][c:5]([CH:6]([CH2:7][NH:8][C:9]([CH3:10])([CH3:11])[CH3:12])[OH:13])[cH:14][c:15]1[Cl:16].[cH:25]1[cH:26][cH:27][n:28][cH:29][cH:30]1>>[CH3:18][C:19](=[O:20])[OH:21].[NH2:1][c:2]1[c:3]([Cl:17])[cH:4][c:5]([CH:6]([CH2:7][N:8]([C:9]([CH3:10])([CH3:11])[CH3:12])[C:22]([CH3:23])=[O:24])[OH:13])[cH:14][c:15]1[Cl:16]. Reaction SMILES: [CH2:1]([O:2][C:3](=[O:4])[NH:11][CH2:12][C:13](=[O:14])[NH:15][CH2:16][CH:17]1[CH2:18][CH2:19][N:20]([C:23](=[O:24])[O:25][C:26]([CH3:27])([CH3:28])[CH3:29])[CH2:21][CH2:22]1)[c:5]1[cH:6][cH:7][cH:8][cH:9][cH:10]1.[CH3:30][OH:31]>>[NH2:11][CH2:12][C:13](=[O:14])[NH:15][CH2:16][CH:17]1[CH2:18][CH2:19][N:20]([C:23](=[O:24])[O:25][C:26]([CH3:27])([CH3:28])[CH3:29])[CH2:21][CH2:22]1. Reactants: CC(C)(C)OC(=O)N1CCC(CNC(=O)CNC(=O)OCc2ccccc2)CC1, CO. The product is CC(C)(C)OC(=O)N1CCC(CNC(=O)CN)CC1. Starting materials: C(C=1COC2=C(C1)C=C(C=C2)CC=2C=NC=CC2)=NO (3-formyl-6-(3-pyridylmethyl)-2H-1-benzopyran oxime), O.N (ammonia water), O (water), [OH-].[Na+] (sodium hydroxide). Solvent: C(Cl)Cl (methylene chloride), FC(C(=O)O)(F)F (trifluoroacetic acid). Run at time 30 minute. The product is N1=CC(=CC=C1)CC=1C=CC2=C(C=C(CO2)CNO)C1 (N-[6-(3-pyridylmethyl)-2H-1-benzopyran-3-ylmethyl]hydroxylamine). Isolated yield 86.9%. RXN SMILES: [CH:1](=[N:19][OH:20])[C:2]1[CH2:3][O:4][C:5]2[CH:11]=[CH:10][C:9]([CH2:12][C:13]3[CH:14]=[N:15][CH:16]=[CH:17][CH:18]=3)=[CH:8][C:6]=2[CH:7]=1.O.N.O.[OH-].[Na+]>C(Cl)Cl.FC(F)(F)C(O)=O>[N:15]1[CH:16]=[CH:17][CH:18]=[C:13]([CH2:12][C:9]2[CH:10]=[CH:11][C:5]3[O:4][CH2:3][C:2]([CH2:1][NH:19][OH:20])=[CH:7][C:6]=3[CH:8]=2)[CH:14]=1 |f:1.2,4.5|. Reported procedure: 13.1 ml of borane-pyridine complex was added dropwise to a mixture of 3.46 g (13.0 mmol) of 3-formyl-6-(3-pyridylmethyl)-2H-1-benzopyran oxime in methylene chloride (16 ml) and trifluoroacetic acid (16 ml) at −23° C. over 10 minutes and the mixture was stirred at the same temperature for 30 minutes, followed by addition of concentrated ammonia water to neutralize the acid. Then, water and an aqueous 10% sodium hydroxide solution were added to make the mixture basic, followed by extraction with e... Starting materials: C(N)(=O)C=1C=C(C=C2C=3C=CC(=CC3NC12)C1=CCN(CC1)C(=O)OC(C)(C)C)C1=CC(=C(C=C1)CN1CCOCC1)C (tert-Butyl 4-(8-carbamoyl-6-(3-methyl-4-(morpholinomethyl)phenyl)-9H-carbazol-2-yl)-5,6-dihydropyridine-1(2H)-carboxylate). The reagents and catalysts are [Pd] (palladium on carbon). The solvent is CO (MeOH). Reaction conditions: time 8 hour. Product: C(N)(=O)C=1C=C(C=C2C=3C=CC(=CC3NC12)C1CCN(CC1)C(=O)OC(C)(C)C)C1=CC(=C(C=C1)CN1CCOCC1)C (tert-Butyl 4-(8-carbamoyl-6-(3-methyl-4-(morpholinomethyl)phenyl)-9H-carbazol-2-yl)piperidine-1-carboxylate). RXN SMILES: [C:1]([C:4]1[CH:5]=[C:6]([C:30]2[CH:35]=[CH:34][C:33]([CH2:36][N:37]3[CH2:42][CH2:41][O:40][CH2:39][CH2:38]3)=[C:32]([CH3:43])[CH:31]=2)[CH:7]=[C:8]2[C:16]=1[NH:15][C:14]1[CH:13]=[C:12]([C:17]3[CH2:22][CH2:21][N:20]([C:23]([O:25][C:26]([CH3:29])([CH3:28])[CH3:27])=[O:24])[CH2:19][CH:18]=3)[CH:11]=[CH:10][C:9]2=1)(=[O:3])[NH2:2]>[Pd].CO>[C:1]([C:4]1[CH:5]=[C:6]([C:30]2[CH:35]=[CH:34][C:33]([CH2:36][N:37]3[CH2:38][CH2:39][O:40][CH2:41][CH2:42]3)=[C:32]([CH3:43])[CH:31]=2)[CH:7]=[C:8]2[C:16]=1[NH:15][C:14]1[CH:13]=[C:12]([CH:17]3[CH2:22][CH2:21][N:20]([C:23]([O:25][C:26]([CH3:29])([CH3:28])[CH3:27])=[O:24])[CH2:19][CH2:18]3)[CH:11]=[CH:10][C:9]2=1)(=[O:3])[NH2:2]. Procedure details: tert-Butyl 4-(8-carbamoyl-6-(3-methyl-4-(morpholinomethyl)phenyl)-9H-carbazol-2-yl)-5,6-dihydropyridine-1(2H)-carboxylate 484 (12 mg, 0.021 mmol) and palladium on carbon (20 mg, 0.019 mmol) were mixed with MeOH (10 ml) in a sealed microwave tube. The mixture was stirred at r.t. with H2 in a balloon overnight. The mixture was filtered and then purified using preparative HPLC (MeOH/H2O/TFA) to give titled product. MS (ESI) m/z 583.19 (M+H)+.